From a dataset of the Open Reaction Database (ORD), a public repository of structured organic reaction records. describe an organic reaction: reactants, conditions, products, and yield Reactants: N#CN.[Na] (sodium cyanamide), C1CCC(CC1)N=C=NC2CCCCC2 (DCC), ON1C(CCC1=O)=O (N-hydroxysuccinimide), C(C1=CC=CC=C1)(=O)N[C@@H](CC(C)C)C(=O)O (N-benzoyl-L-leucine). Run in EtOAc petroleum ether THF CH2Cl2 AcOH, O (water), C(C)#N (acetonitrile), EtOAc petroleum ether AcOH, C1CCOC1 (THF). Conditions: time 2 hour. Yields the product C(C1=CC=CC=C1)(=O)N[C@@H](CC(C)C)C(=O)NC#N (N-Benzoyl-L-leucylcyanamide). Isolated yield 42.9%. RXN SMILES: C1CCC([N:7]=[C:8]=[N:9]C2CCCCC2)CC1.ON1C(=O)CCC1=O.[C:24]([NH:32][C@H:33]([C:38]([OH:40])=O)[CH2:34][CH:35]([CH3:37])[CH3:36])(=[O:31])[C:25]1[CH:30]=[CH:29][CH:28]=[CH:27][CH:26]=1.N#CN.[Na]>C(#N)C.C1COCC1.O>[C:24]([NH:32][C@H:33]([C:38]([NH:9][C:8]#[N:7])=[O:40])[CH2:34][CH:35]([CH3:37])[CH3:36])(=[O:31])[C:25]1[CH:30]=[CH:29][CH:28]=[CH:27][CH:26]=1 |f:3.4,^1:43|. Procedure: DCC (2.41 g, 0.0117 mol) and N-hydroxysuccinimide (1.35 g, 0.0117 mol) were added to a solution of N-benzoyl-L-leucine (2.75 g, 0.0117 mol) in 100 ml of acetonitrile at ice bath temperature. The reaction was allowed to proceed at this temperature for 2 hours. The reaction mixture was filtered to remove the bulk of the DCU and the filtrate was evaporated in vacuo to dryness. The resulting semi-solid residue was redissolved in THF and the mixture filtered to remove any residual DCU. The filtrate w... Starting materials: S(=O)(Cl)Cl (thionyl chloride), O=C1CCC[C@H](N1)C(=O)O ((S)-6-oxopiperidine-2-carboxylic acid), C(C)O (ethanol). Procedure details: Absolute ethanol (300 mL) was cooled at −5° C. then thionyl chloride (14.01 mL, 192.1 mmol) was added keeping the temperature below 0° C., followed by portionwise addiction of (S)-6-oxopiperidine-2-carboxylic acid (25.0 g, 174.6 mmol). The mixture was stirred at room temperature for 6 hours. The solvent was evaporated, then toluene (300 mL) and Et3N (48.7 mL) were added. After 0.5 hour the precipitate was filtered and washed with toluene and Et2O. The filtrate was evaporated and the residue trea... RXN SMILES: S(Cl)(Cl)=O.[O:5]=[C:6]1[NH:11][C@H:10]([C:12]([OH:14])=[O:13])[CH2:9][CH2:8][CH2:7]1.[CH2:15](O)[CH3:16]>>[CH2:15]([O:13][C:12]([C@@H:10]1[CH2:9][CH2:8][CH2:7][C:6](=[O:5])[NH:11]1)=[O:14])[CH3:16]. Reaction conditions: time 6 hour. Product: C(C)OC(=O)[C@H]1NC(CCC1)=O ((S)-ethyl-6-oxopiperidine-2-carboxylate). The reactants are CCOC(=O)C (AcOEt), N1CCC2=CC=CC=C12 (indoline), O (Water), C(C)N(C(=O)Cl)CC (diethylcarbamoyl chloride). The solvent is N1=CC=CC=C1 (pyridine). Reaction conditions: time 18 hour. Yields the product C(C)N(C(=O)N1CCC2=CC=CC=C12)CC (1-(Diethylaminocarbonyl)indoline). Reaction SMILES: [NH:1]1[C:9]2[C:4](=[CH:5][CH:6]=[CH:7][CH:8]=2)[CH2:3][CH2:2]1.[CH2:10]([N:12]([CH2:16][CH3:17])[C:13](Cl)=[O:14])[CH3:11].O.CCOC(C)=O>N1C=CC=CC=1>[CH2:10]([N:12]([CH2:16][CH3:17])[C:13]([N:1]1[C:9]2[C:4](=[CH:5][CH:6]=[CH:7][CH:8]=2)[CH2:3][CH2:2]1)=[O:14])[CH3:11]. Reported procedure: A solution of 6 g of indoline in 10 ml of pyridine is cooled to 0° C., 6.4 ml of diethylcarbamoyl chloride are added dropwise and the mixture is stirred for 18 hours at RT. Water is added to the reaction mixture, extraction is carried out with AcOEt, the organic phase is washed with water and with a 5% solution of potassium hydrogensulfate and dried over sodium sulfate and the solvent is evaporated off under vacuum. The residue is chromatographed on silica using DCM as the eluent to give 8 g of ... Reactants: Cc1cc(C)n2nc(S)nc2n1, COc1ccc(CCC2(C3CCCC3)CC(O)=C(Cl)C(=O)O2)cc1, COc1cc(OC)c(CCC2(C3CCCC3)CC(O)=C(Cl)C(=O)O2)cc1Cl, CCOC(=O)c1c[nH]c(S)n1. Yields the product CCOC(=O)c1c[nH]c(SC2=C(O)CC(CCc3ccc(OC)cc3)(C3CCCC3)OC2=O)n1. Reaction SMILES: [CH3:12][c:13]1[cH:14][c:15]([CH3:16])[n:17]2[n:18][c:19]([SH:20])[n:21][c:22]2[n:23]1.[Cl:24][C:25]1=[C:30]([OH:31])[CH2:29][C:28]([CH:32]2[CH2:33][CH2:34][CH2:35][CH2:36]2)([CH2:37][CH2:38][c:39]2[cH:40][cH:41][c:42]([O:45][CH3:46])[cH:43][cH:44]2)[O:27][C:26]1=[O:47].[Cl:48][C:49]1=[C:73]([OH:74])[CH2:72][C:53]([CH2:54][CH2:55][c:56]2[cH:57][c:58]([Cl:59])[c:60]([O:61][CH3:62])[cH:63][c:64]2[O:65][CH3:66])([CH:67]2[CH2:68][CH2:69][CH2:70][CH2:71]2)[O:52][C:50]1=[O:51].[SH:1][c:2]1[nH:3][cH:4][c:5]([C:7](=[O:8])[O:9][CH2:10][CH3:11])[n:6]1>>[S:1]([c:2]1[nH:3][cH:4][c:5]([C:7](=[O:8])[O:9][CH2:10][CH3:11])[n:6]1)[C:25]1=[C:30]([OH:31])[CH2:29][C:28]([CH:32]2[CH2:33][CH2:34][CH2:35][CH2:36]2)([CH2:37][CH2:38][c:39]2[cH:40][cH:41][c:42]([O:45][CH3:46])[cH:43][cH:44]2)[O:27][C:26]1=[O:47]. Starting materials: N (NH3), N1=CC=C(C=C1)NC1=CC=C(C=C1)N (N1-(4-Pyridinyl)-1,4-benzenediamine), N1=CC=CC=C1 (pyridine), [N+](=O)([O-])C1=CC=C(C(=O)Cl)C=C1 (4-nitrobenzoyl chloride), O1CCOCC1 (dioxane). Reaction conditions: temperature 50 celsius. Yields the product [N+](=O)([O-])C1=CC=C(C=C1)NC(C1=CC=C(C=C1)NC1=CC=NC=C1)=O (N-(4-Nitrophenyl)-4-(4-pyridinylamino)benzamide). Isolated yield 19.0%. As a reaction SMILES: [N:1]1[CH:6]=[CH:5][C:4]([NH:7][C:8]2[CH:13]=[CH:12][C:11](N)=[CH:10][CH:9]=2)=[CH:3][CH:2]=1.[N:15]1[CH:20]=CC=CC=1.[N+:21]([C:24]1[CH:32]=[CH:31][C:27](C(Cl)=O)=[CH:26][CH:25]=1)([O-:23])=[O:22].N.[O:34]1CCOCC1>>[N+:21]([C:24]1[CH:25]=[CH:26][C:27]([NH:15][C:20](=[O:34])[C:11]2[CH:12]=[CH:13][C:8]([NH:7][C:4]3[CH:5]=[CH:6][N:1]=[CH:2][CH:3]=3)=[CH:9][CH:10]=2)=[CH:31][CH:32]=1)([O-:23])=[O:22]. Reported procedure: To a solution of B4 (10.07 g, 54.37 mmol) in dry pyridine (21.90 mL, 271.82 mmol) was added a solution of 4-nitrobenzoyl chloride (10.09 g, 54.37 mmol) in dry dioxane (100 mL), and the resulting mixture was heated at 50° C. for 2 h. After this time, the reaction mixture was cooled to room temperature and basified by addition of aqueous NH3. The resulting precipitate was collected by filtration to give a first batch of amide B5 (3.47 g, 19%) as an amorphous orange-yellow solid. The filtrate was e...